Dataset: the Open Reaction Database (ORD), a public repository of structured organic reaction records. Task: describe an organic reaction: reactants, conditions, products, and yield The reactants are NC1=CC(=C(C=C1O)O)N (diaminoresorcinol), N (ammonia), N (ammonia), [OH-].[Na+] (sodium hydroxide), N (ammonia), [O-]O.C1(=CC=CC=C1)C(C)C (cumene hydroperoxide), ClC1=C(C(=CC(=C1)[N+](=O)[O-])[N+](=O)[O-])Cl (1,2-dichloro-3,5-dinitrobenzene), N (ammonia). Run in C(Cl)Cl (methylene chloride). Product: ClC1=C(C(=CC(=C1Cl)[N+](=O)[O-])[N+](=O)[O-])O (2,3-dichloro-4,6-dinitrophenol). RXN SMILES: NC1C([OH:8])=CC(O)=C(N)C=1.[OH-].[Na+].N.[O-]O.C1(C(C)C)C=CC=CC=1.[Cl:25][C:26]1[CH:31]=[C:30]([N+:32]([O-:34])=[O:33])[CH:29]=[C:28]([N+:35]([O-:37])=[O:36])[C:27]=1[Cl:38]>C(Cl)Cl>[Cl:25][C:26]1[C:27]([Cl:38])=[C:28]([N+:35]([O-:37])=[O:36])[CH:29]=[C:30]([N+:32]([O-:34])=[O:33])[C:31]=1[OH:8] |f:1.2,4.5|. Procedure details: In a preferred embodiment for making diaminoresorcinol, the base, e.g., sodium hydroxide, is first dissolved in refluxing liquid ammonia in an inert atmosphere. The temperature of refluxing liquid ammonia is dependent upon the pressure and is typically between about -50° C. to about -10° C. Under atmospheric pressure conditions, the refluxing temperature of liquid ammonia is about -33° C. A solution of cumene hydroperoxide and 1,2-dichloro-3,5-dinitrobenzene in methylene chloride is then added t... The reactants are C1(CC1)NC(=O)C=1C=C(C(=C(C1)C=1C=C2C=NN(C2=CC1)CC(=O)OC)C)F (Methyl (5-{5-[(cyclopropylamino)carbonyl]-3-fluoro-2-methylphenyl}-1H-indazol-1-yl)acetate), N1CCOCC1 (morpholine). The product is C1(CC1)NC(C1=CC(=C(C(=C1)C=1C=C2C=NN(C2=CC1)CC(=O)N1CCOCC1)C)F)=O (N-Cyclopropyl-3-fluoro-4-methyl-5-{1-[2-(4-morpholinyl)-2-oxoethyl]-1H-indazol-5-yl}benzamide). Reaction SMILES: [CH:1]1([NH:4][C:5]([C:7]2[CH:8]=[C:9]([F:28])[C:10]([CH3:27])=[C:11]([C:13]3[CH:14]=[C:15]4[C:19](=[CH:20][CH:21]=3)[N:18]([CH2:22][C:23](OC)=[O:24])[N:17]=[CH:16]4)[CH:12]=2)=[O:6])[CH2:3][CH2:2]1.[NH:29]1[CH2:34][CH2:33][O:32][CH2:31][CH2:30]1>>[CH:1]1([NH:4][C:5](=[O:6])[C:7]2[CH:12]=[C:11]([C:13]3[CH:14]=[C:15]4[C:19](=[CH:20][CH:21]=3)[N:18]([CH2:22][C:23]([N:29]3[CH2:34][CH2:33][O:32][CH2:31][CH2:30]3)=[O:24])[N:17]=[CH:16]4)[C:10]([CH3:27])=[C:9]([F:28])[CH:8]=2)[CH2:3][CH2:2]1. Procedure: Example 138 was prepared by General Method D using methyl (5-{5-[(cyclopropylamino)carbonyl]-3-fluoro-2-methylphenyl}-1H-indazol-1-yl)acetate (Example 123) and morpholine to give the title compound (0.001 g). Starting materials: COC1=C2C(=C(N=C1)C1=CC=C(C=C1)N1CCN(CC1)C(=O)OC(C)(C)C)NC=C2C(C(N2CCN(CC2)C2=NN=NN2C2=NC=CC=C2)=O)=O (tert-butyl 4-(4-(4-methoxy-3-(2-oxo-2-(4-(1-(pyridin-2-yl)-1H-tetrazol-5-yl)piperazin-1-yl)acetyl)-1H-pyrrolo[2,3-c]pyridin-7-yl)phenyl)piperazine-1-carboxylate), Cl (HCl). Run in O1CCOCC1 (1,4-dioxane), O1CCOCC1 (1,4-dioxane). Reaction conditions: time 2 hour. Yields the product COC1=C2C(=C(N=C1)C1=CC=C(C=C1)N1CCNCC1)NC=C2C(C(=O)N2CCN(CC2)C2=NN=NN2C2=NC=CC=C2)=O (1-(4-methoxy-7-(4-(piperazin-1-yl)phenyl)-1H-pyrrolo[2,3-c]pyridin-3-yl)-2-(4-(1-(pyridin-2-yl)-1H-tetrazol-5-yl)piperazin-1-yl)ethane-1,2-dione). Isolated yield 93.6%. RXN SMILES: [CH3:1][O:2][C:3]1[CH:8]=[N:7][C:6]([C:9]2[CH:14]=[CH:13][C:12]([N:15]3[CH2:20][CH2:19][N:18](C(OC(C)(C)C)=O)[CH2:17][CH2:16]3)=[CH:11][CH:10]=2)=[C:5]2[NH:28][CH:29]=[C:30]([C:31](=[O:51])[C:32](=[O:50])[N:33]3[CH2:38][CH2:37][N:36]([C:39]4[N:43]([C:44]5[CH:49]=[CH:48][CH:47]=[CH:46][N:45]=5)[N:42]=[N:41][N:40]=4)[CH2:35][CH2:34]3)[C:4]=12.Cl>O1CCOCC1>[CH3:1][O:2][C:3]1[CH:8]=[N:7][C:6]([C:9]2[CH:14]=[CH:13][C:12]([N:15]3[CH2:16][CH2:17][NH:18][CH2:19][CH2:20]3)=[CH:11][CH:10]=2)=[C:5]2[NH:28][CH:29]=[C:30]([C:31](=[O:51])[C:32]([N:33]3[CH2:38][CH2:37][N:36]([C:39]4[N:43]([C:44]5[CH:49]=[CH:48][CH:47]=[CH:46][N:45]=5)[N:42]=[N:41][N:40]=4)[CH2:35][CH2:34]3)=[O:50])[C:4]=12. Reported procedure: To a solution of tert-butyl 4-(4-(4-methoxy-3-(2-oxo-2-(4-(1-(pyridin-2-yl)-1H-tetrazol-5-yl)piperazin-1-yl)acetyl)-1H-pyrrolo[2,3-c]pyridin-7-yl)phenyl)piperazine-1-carboxylate (250 mg, 0.360 mmol) in 1,4-dioxane (2 mL) was added 4N HCl in 1,4-dioxane (0.450 mL, 1.802 mmol) at room temperature, the mixture was stirred for 2 hours at room temperature. The reaction mixture was concentrated under reduced pressure. The resulting crude was purified by prep HPLC to give 1-(4-methoxy-7-(4-(piperazin-1... Reactants: C(C)(=O)N1CCC(CC1)OCCO (N-Acetyl-4-(2-hydroxyethoxy)piperidine), OC=1C=C(C(=O)N)C=CC1 (3-hydroxybenzamide), N(=NC(=O)OCC)C(=O)OCC (diethyl azodicarboxylate), C1(=CC=CC=C1)P(C1=CC=CC=C1)C1=CC=CC=C1 (triphenylphosphine). The solvent is O1CCCC1 (tetrahydrofuran). Reaction conditions: time 64 hour. The product is C(C)(=O)N1CCC(CC1)OCCOC1=CC=C(C(=O)N)C=C1 (4-[2-(N-acetyl-4-piperidyloxy)ethoxy]benzamide). The yield is 45.2%. As a reaction SMILES: [C:1]([N:4]1[CH2:9][CH2:8][CH:7]([O:10][CH2:11][CH2:12][OH:13])[CH2:6][CH2:5]1)(=[O:3])[CH3:2].O[C:15]1[CH:16]=[C:17]([CH:21]=[CH:22][CH:23]=1)[C:18]([NH2:20])=[O:19].N(C(OCC)=O)=NC(OCC)=O.C1(P(C2C=CC=CC=2)C2C=CC=CC=2)C=CC=CC=1>O1CCCC1>[C:1]([N:4]1[CH2:5][CH2:6][CH:7]([O:10][CH2:11][CH2:12][O:13][C:23]2[CH:22]=[CH:21][C:17]([C:18]([NH2:20])=[O:19])=[CH:16][CH:15]=2)[CH2:8][CH2:9]1)(=[O:3])[CH3:2]. Reported procedure: N-Acetyl-4-(2-hydroxyethoxy)piperidine (5.0 g.), 3-hydroxybenzamide (4.4 g.), diethyl azodicarboxylate (5.6 g.) and triphenylphosphine (8.4 g.) in dry tetrahydrofuran (100 ml.) were stirred at 0° C. for 2 hours then at room temperature for 64 hours. The solvent was evaporated in vacuo, then the residue treated with refluxing ether (3×100 ml.) and the mother liquors decanted. The residual oil was taken up in chloroform and washed with dilute sodium hydroxide solution (40 ml.) and water (40 ml.). ... Reactants: COC(=O)c1c[nH]c2cc(OCc3ccccc3)ccc12, CCO, O=C[O-], [NH4+]. Product: COC(=O)c1c[nH]c2cc(O)ccc12. RXN SMILES: [CH3:1][O:2][C:3](=[O:4])[c:5]1[cH:6][nH:7][c:8]2[cH:9][c:10]([O:14][CH2:15][c:16]3[cH:17][cH:18][cH:19][cH:20][cH:21]3)[cH:11][cH:12][c:13]12.[CH3:26][CH2:27][OH:28].[CH:22]([O-:23])=[O:24].[NH4+:25]>>[CH3:1][O:2][C:3](=[O:4])[c:5]1[cH:6][nH:7][c:8]2[cH:9][c:10]([OH:14])[cH:11][cH:12][c:13]12. The reactants are C(C)(C)(C)NCC(COC1=CC=C(C=C1)C=1NC=C(N1)C(=O)O)O (2-[4-(3-tert-butylamino-2-hydroxypropoxy)phenyl]-4-carboxyimidazole), CO (methanol), Cl (hydrogen chloride). Run at time 2 hour. The product is C(C)(C)(C)NCC(COC1=CC=C(C=C1)C=1NC=C(N1)C(=O)OC)O (methyl 2-[4-(3-tert. butylamino-2-hydroxypropoxy)phenyl]-imidazole-4-carboxylate). As a reaction SMILES: [C:1]([NH:5][CH2:6][CH:7]([OH:24])[CH2:8][O:9][C:10]1[CH:15]=[CH:14][C:13]([C:16]2[NH:17][CH:18]=[C:19]([C:21]([OH:23])=[O:22])[N:20]=2)=[CH:12][CH:11]=1)([CH3:4])([CH3:3])[CH3:2].Cl.[CH3:26]O>>[C:1]([NH:5][CH2:6][CH:7]([OH:24])[CH2:8][O:9][C:10]1[CH:15]=[CH:14][C:13]([C:16]2[NH:17][CH:18]=[C:19]([C:21]([O:23][CH3:26])=[O:22])[N:20]=2)=[CH:12][CH:11]=1)([CH3:4])([CH3:2])[CH3:3]. Reported procedure: A solution of crude 2-[4-(3-tert-butylamino-2-hydroxypropoxy)phenyl]-4-carboxyimidazole ◯1 (30 g.) in methanol (600 ml.) is heated to reflux, and then heating is discontinued as hydrogen chloride is bubbled rapidly through the solution with stirring for a half hour, followed by two and a half hours at reflux. Bubbling of hydrogen chloride is continued for another two hours followed by another hour at reflux and then the reaction mixture is stirred at room temperature overnight. The mixture is fi... Reactants: COC(C1=C(C=C(C=C1)C1=NC=NC(=C1C#CC=1C=NC(=CC1)N)CC)F)=O (4-[5-(6-amino-pyridin-3-ylethynyl)-6-ethyl-pyrimidin-4-yl]-2-fluoro-benzoic acid methyl ester), [Li+].[OH-] (LiOH). Run in C1CCOC1 (THF), O (water). Product: NC1=CC=C(C=N1)C#CC=1C(=NC=NC1CC)C1=CC(=C(C(=O)O)C=C1)F (4-[5-(6-Amino-pyridin-3-ylethynyl)-6-ethyl-pyrimidin-4-yl]-2-fluoro-benzoic acid). As a reaction SMILES: C[O:2][C:3](=[O:28])[C:4]1[CH:9]=[CH:8][C:7]([C:10]2[C:15]([C:16]#[C:17][C:18]3[CH:19]=[N:20][C:21]([NH2:24])=[CH:22][CH:23]=3)=[C:14]([CH2:25][CH3:26])[N:13]=[CH:12][N:11]=2)=[CH:6][C:5]=1[F:27].[Li+].[OH-]>O.C1COCC1>[NH2:24][C:21]1[N:20]=[CH:19][C:18]([C:17]#[C:16][C:15]2[C:10]([C:7]3[CH:8]=[CH:9][C:4]([C:3]([OH:28])=[O:2])=[C:5]([F:27])[CH:6]=3)=[N:11][CH:12]=[N:13][C:14]=2[CH2:25][CH3:26])=[CH:23][CH:22]=1 |f:1.2|. Reported procedure: The title compound is synthesized according to general procedure GP8 starting from 17.8 g (47.3 mmol) 4-[5-(6-amino-pyridin-3-ylethynyl)-6-ethyl-pyrimidin-4-yl]-2-fluoro-benzoic acid methyl ester using 3.97 g (94.6 mmoL) LiOH in 30 mL water and 300 mL THF. The reaction mixture is stirred over night at RT. The solvent is removed under reduced pressure and the residie is taken up in water. Aqueous 1 M HCl is added until pH 5 is reached. The precipitated product is filtered off and washed with ACN....